From a dataset of the Open Reaction Database (ORD), a public repository of structured organic reaction records. describe an organic reaction: reactants, conditions, products, and yield Reactants: CC1=NC=CC=2C3=CC=C(C=C3NC12)O (1-methyl-7-hydroxy-β-carboline), BrCC1CCCCC1 (1-bromomethylcyclohexane). Product: CC1=NC=CC=2C3=CC=C(C=C3N(C12)CC1CCCCC1)OCC1CCCCC1 (1-methyl-7-cyclohexylmethyloxy-9-cyclohexylmethyl-β-carboline). Isolated yield 75.0%. RXN SMILES: [CH3:1][C:2]1[C:14]2[NH:13][C:12]3[C:7](=[CH:8][CH:9]=[C:10]([OH:15])[CH:11]=3)[C:6]=2[CH:5]=[CH:4][N:3]=1.Br[CH2:17][CH:18]1[CH2:23][CH2:22][CH2:21][CH2:20][CH2:19]1>>[CH3:1][C:2]1[C:14]2[N:13]([CH2:17][CH:18]3[CH2:23][CH2:22][CH2:21][CH2:20][CH2:19]3)[C:12]3[C:7](=[CH:8][CH:9]=[C:10]([O:15][CH2:6][CH:7]4[CH2:12][CH2:11][CH2:10][CH2:9][CH2:8]4)[CH:11]=3)[C:6]=2[CH:5]=[CH:4][N:3]=1. Procedure: The title compound was synthesized from 1-methyl-7-hydroxy-β-carboline (0.5 g, 1.587 mmol) in presence of 1-bromomethylcyclohexane (1.240 g, 3.173 mmol) as described here above. Starting materials: ClCCCl, CNOC, CCN(C(C)C)C(C)C, Cl, Cl, Nc1nccnc1C(=O)O, CN(C)C=O, On1nnc2ccccc21. Product: CON(C)C(=O)c1nccnc1N. RXN SMILES: [CH2:11]([Cl:12])[CH2:13][Cl:14].[CH3:36][O:37][NH:38][CH3:39].[CH:26]([N:27]([CH:28]([CH3:29])[CH3:30])[CH2:31][CH3:32])([CH3:33])[CH3:34].[ClH:15].[ClH:35].[NH2:1][c:2]1[c:3]([C:8](=[O:9])[OH:10])[n:4][cH:5][cH:6][n:7]1.[O:40]=[CH:41][N:42]([CH3:43])[CH3:44].[OH:16][n:17]1[c:18]2[c:19]([cH:20][cH:21][cH:22][cH:23]2)[n:24][n:25]1>>[NH2:1][c:2]1[c:3]([C:8](=[O:10])[N:38]([O:37][CH3:36])[CH3:39])[n:4][cH:5][cH:6][n:7]1. Reactants: COC(=O)c1ccnc(-c2ccc(F)c(C#N)c2)c1, CS(C)=O, CCOC(C)=O, NCC1CCCCC1. Product: COC(=O)c1ccnc(-c2ccc(NCC3CCCCC3)c(C#N)c2)c1. Reaction SMILES: [C:1](#[N:2])[c:3]1[cH:4][c:5](-[c:10]2[cH:11][c:12]([C:13](=[O:14])[O:15][CH3:16])[cH:17][cH:18][n:19]2)[cH:6][cH:7][c:8]1[F:9].[CH3:28][S:29]([CH3:30])=[O:31].[CH3:32][CH2:33][O:34][C:35](=[O:36])[CH3:37].[NH2:20][CH2:21][CH:22]1[CH2:23][CH2:24][CH2:25][CH2:26][CH2:27]1>>[C:1](#[N:2])[c:3]1[cH:4][c:5](-[c:10]2[cH:11][c:12]([C:13](=[O:14])[O:15][CH3:16])[cH:17][cH:18][n:19]2)[cH:6][cH:7][c:8]1[NH:20][CH2:21][CH:22]1[CH2:23][CH2:24][CH2:25][CH2:26][CH2:27]1. Starting materials: Cl.C(C)(=N)N (acetamidine hydrochloride), COC1=CC=C(C(=O)CC(=O)OCC)C=C1 (etyl paramethoxybenzoylacetate), C([O-])([O-])=O.[K+].[K+] (potassium carbonate). The solvent is C(C)O (ethanol). Conditions: time 8 hour. Yields the product OC1=NC(=NC(=C1)C1=CC=C(C=C1)OC)C (4-hydroxy-6-(4-methoxyphenyl)-2-methylpyrimidine). Isolated yield 25.5%. Reaction SMILES: Cl.[C:2]([NH2:5])(=[NH:4])[CH3:3].[CH3:6][O:7][C:8]1[CH:21]=[CH:20][C:11]([C:12]([CH2:14][C:15](OCC)=[O:16])=O)=[CH:10][CH:9]=1.C(=O)([O-])[O-].[K+].[K+]>C(O)C>[OH:16][C:15]1[CH:14]=[C:12]([C:11]2[CH:10]=[CH:9][C:8]([O:7][CH3:6])=[CH:21][CH:20]=2)[N:5]=[C:2]([CH3:3])[N:4]=1 |f:0.1,3.4.5|. Reported procedure: 1.89 g of acetamidine hydrochloride and 4.44 g of etyl paramethoxybenzoylacetate were dissolved in 40 ml of ethanol. After addition of 5.52 g of potassium carbonate, the solution was refluxed with stirring for 8 hours, and then evaporated in vacuo. 5 g of sodium hydroxide was dissolved in 30 ml of water and this was added to the evaporated residue. Add ether, then extract, the aqueous layer was neutralized with acetic acid. The resulting precipitations were filtered off, washed with water and dr... Reaction conditions: time 8 hour. The solvent is C(C)O (ethanol), O1CCCC1 (tetrahydrofuran). Procedure details: Using General Procedure I; a solution of ethyl 4-[4-(1-isopropoxycyclopropyl)-3-ethyl-phenylethynyl]-benzoate (Compound 95, 110.0 mg, 0.29 mmol) in ethanol (3 mL) and tetrahydrofuran (3 mL) was treated with NaOH (120.0 mg, 3.0 mmols, 3.0 mL of a 1N aqueous solution) and stirred overnight at room temperature. Work-up and isolation by HPLC (partisil 10-pac, 10% H2O/CH3CN) afforded the title compound as a colorless solid. Yields the product C(C)(C)OC1(CC1)C1=C(C=C(C=C1)C#CC1=CC=C(C(=O)O)C=C1)CC (4-[4-(1-Isopropoxycyclopropyl)-3-ethyl-phenylethynyl]-benzoic acid). The reactants are C(C)(C)OC1(CC1)C1=C(C=C(C=C1)C#CC1=CC=C(C(=O)OCC)C=C1)CC (ethyl 4-[4-(1-isopropoxycyclopropyl)-3-ethyl-phenylethynyl]-benzoate), C(C)(C)OC1(CC1)C1=C(C=C(C=C1)C#CC1=CC=C(C(=O)OCC)C=C1)CC (ethyl 4-[4-(1-isopropoxycyclopropyl)-3-ethyl-phenylethynyl]-benzoate), [OH-].[Na+] (NaOH), aqueous solution, O.CC#N (H2O CH3CN). Reaction SMILES: [CH:1]([O:4][C:5]1([C:8]2[CH:13]=[CH:12][C:11]([C:14]#[C:15][C:16]3[CH:26]=[CH:25][C:19]([C:20]([O:22]CC)=[O:21])=[CH:18][CH:17]=3)=[CH:10][C:9]=2[CH2:27][CH3:28])[CH2:7][CH2:6]1)([CH3:3])[CH3:2].[OH-].[Na+].O.CC#N>C(O)C.O1CCCC1>[CH:1]([O:4][C:5]1([C:8]2[CH:13]=[CH:12][C:11]([C:14]#[C:15][C:16]3[CH:17]=[CH:18][C:19]([C:20]([OH:22])=[O:21])=[CH:25][CH:26]=3)=[CH:10][C:9]=2[CH2:27][CH3:28])[CH2:6][CH2:7]1)([CH3:3])[CH3:2] |f:1.2,3.4|.